Dataset: the Open Reaction Database (ORD), a public repository of structured organic reaction records. Task: describe an organic reaction: reactants, conditions, products, and yield The reactants are O=C1COCC(=O)N1CCCCBr, O=C([O-])[O-], CC#N, [K+], [K+], c1cc2occc2c(N2CCNCC2)n1. Yields the product O=C1COCC(=O)N1CCCCN1CCN(c2nccc3occc23)CC1. As a reaction SMILES: [Br:16][CH2:17][CH2:18][CH2:19][CH2:20][N:21]1[C:22](=[O:28])[CH2:23][O:24][CH2:25][C:26]1=[O:27].[C:29](=[O:30])([O-:31])[O-:32].[CH3:35][C:36]#[N:37].[K+:33].[K+:34].[N:1]1([c:7]2[n:8][cH:9][cH:10][c:11]3[c:12]2[cH:13][cH:14][o:15]3)[CH2:2][CH2:3][NH:4][CH2:5][CH2:6]1>>[N:1]1([c:7]2[n:8][cH:9][cH:10][c:11]3[c:12]2[cH:13][cH:14][o:15]3)[CH2:2][CH2:3][N:4]([CH2:17][CH2:18][CH2:19][CH2:20][N:21]2[C:22](=[O:28])[CH2:23][O:24][CH2:25][C:26]2=[O:27])[CH2:5][CH2:6]1. Starting materials: CN(C(=O)Cl)c1ccccc1, On1ncc(I)c1I. Yields the product CN(C(=O)On1ncc(I)c1I)c1ccccc1. RXN SMILES: [CH3:9][N:10]([C:11](=[O:12])[Cl:13])[c:14]1[cH:15][cH:16][cH:17][cH:18][cH:19]1.[OH:1][n:2]1[n:3][cH:4][c:5]([I:8])[c:6]1[I:7]>>[O:1]([n:2]1[n:3][cH:4][c:5]([I:8])[c:6]1[I:7])[C:11]([N:10]([CH3:9])[c:14]1[cH:15][cH:16][cH:17][cH:18][cH:19]1)=[O:12]. Starting materials: O1N=C(CC1)C=1C(=C(C(=O)O)C=CC1S(=O)(=O)C)C (3-(4,5-dihydroisoxazol-3-yl)-4-methylsulfonyl-2-methylbenzoic acid), C1=CC=CC=C1 (benzene), S(=O)(Cl)Cl (thionyl chloride). Run in N1=CC=CC=C1 (pyridine). Product: O1N=C(CC1)C=1C(=C(C(=O)Cl)C=CC1S(=O)(=O)C)C (3-(4,5-dihydroisoxazol-3-yl)-4-methylsulfonyl-2-methylbenzoyl chloride). RXN SMILES: [O:1]1[CH2:5][CH2:4][C:3]([C:6]2[C:7]([CH3:19])=[C:8]([CH:12]=[CH:13][C:14]=2[S:15]([CH3:18])(=[O:17])=[O:16])[C:9](O)=[O:10])=[N:2]1.C1C=CC=CC=1.S(Cl)([Cl:28])=O>N1C=CC=CC=1>[O:1]1[CH2:5][CH2:4][C:3]([C:6]2[C:7]([CH3:19])=[C:8]([CH:12]=[CH:13][C:14]=2[S:15]([CH3:18])(=[O:17])=[O:16])[C:9]([Cl:28])=[O:10])=[N:2]1. Procedure: To 2.75 g of 3-(4,5-dihydroisoxazol-3-yl)-4-methylsulfonyl-2-methylbenzoic acid were added 30 ml of benzene, then 1.7 ml of thionyl chloride and a drop of pyridine to heat at reflux for 3 hours. The reaction solution was cooled down. The solvent was distilled out under reduced pressure to give 2.90 g of 3-(4,5-dihydroisoxazol-3-yl)-4-methylsulfonyl-2-methylbenzoyl chloride. Separately 0.93 g of 5-hydroxy-1-methylpyrazole hydrochloride was dissolved in 20 ml of chloroform, and 1.60 g of triethyla... The reactants are BrC(C=1C(=CC=CC1)C(=O)O)Br (α,α-dibromo-o-toluic acid), O.NN (hydrazine hydrate). The solvent is C(C)O (ethanol). Conditions: time 1 hour. Product: C1(NN=CC2=CC=CC=C12)=O (1-phthalazinone). The yield is 87.6%. Reaction SMILES: Br[CH:2](Br)[C:3]1[C:4]([C:9]([OH:11])=O)=[CH:5][CH:6]=[CH:7][CH:8]=1.O.[NH2:14][NH2:15]>C(O)C>[C:9]1(=[O:11])[C:4]2[C:3](=[CH:8][CH:7]=[CH:6][CH:5]=2)[CH:2]=[N:15][NH:14]1 |f:1.2|. Reported procedure: A solution of 29.4 g (0.1 mole) of α,α-dibromo-o-toluic acid and 16 g (0.32 mole) of hydrazine hydrate in 200 ml of ethanol was heated under reflux with stirring for 1 hour. The solvent was evaporated under reduced pressure, and the residue recrystallized from ethanol to give 12.8 g (yield: 88%) of 1-phthalazinone having a melting point of 181°-182° C. Reactants: CCOC(=O)[C@H](CCC=1C=CC=CC1)N[C@H]2CCC=3C=CC=CC3N(C2=O)CC(=O)O.Cl (Benazepril hydrochloride), C(C)O (Ethanol), Polyvinyl polypyrrolidone. Run in O (water). Run at time 5 minute. Product: CCOC(=O)[C@H](CCC=1C=CC=CC1)N[C@H]2CCC=3C=CC=CC3N(C2=O)CC(=O)O (Benazepril). RXN SMILES: C(O)C.[CH3:4][CH2:5][O:6][C:7]([C@@H:9]([NH:18][C@@H:19]1[C:29](=[O:30])[N:28]([CH2:31][C:32]([OH:34])=[O:33])[C:27]2[CH:26]=[CH:25][CH:24]=[CH:23][C:22]=2[CH2:21][CH2:20]1)[CH2:10][CH2:11][C:12]1[CH:13]=[CH:14][CH:15]=[CH:16][CH:17]=1)=[O:8].Cl>O>[CH3:4][CH2:5][O:6][C:7]([C@@H:9]([NH:18][C@@H:19]1[C:29](=[O:30])[N:28]([CH2:31][C:32]([OH:34])=[O:33])[C:27]2[CH:26]=[CH:25][CH:24]=[CH:23][C:22]=2[CH2:21][CH2:20]1)[CH2:10][CH2:11][C:12]1[CH:17]=[CH:16][CH:15]=[CH:14][CH:13]=1)=[O:8] |f:1.2|. Reported procedure: Ethanol and water are mixed in a vessel until a homogeneous solution is formed. Benazepril hydrochloride is added to the solvent mixture and stirred for 5 minutes until a clear solution is obtained. Polyvinyl polypyrrolidone is subsequently added and stirred for a further 10 minutes until a clear solution is obtained.